Dataset: the Open Reaction Database (ORD), a public repository of structured organic reaction records. Task: describe an organic reaction: reactants, conditions, products, and yield Reactants: CC1=NC=CC=C1O (2-methyl-3-pyridinol), C([O-])([O-])=O.[Cs+].[Cs+] (cesium carbonate), CN(CC(=O)O)C (N,N-dimethylglycine), BrC=1C=C2C[C@H](CC2=CC1)NS(=O)(=O)C(C)C (N-[(2S)-5-bromo-2,3-dihydro-1H-inden-2-yl]-2-propanesulfonamide). Reagents/catalysts: [Cu-]=O (copper (I) oxide). Solvent: CS(=O)C (dimethyl sulfoxide), C(C)(=O)OCC (ethyl acetate). Reaction conditions: time 5 minute. Yields the product CC1=NC=CC=C1OC=1C=C2C[C@H](CC2=CC1)NS(=O)(=O)C(C)C (N-{(2S)-5-[(2-methyl-3-pyridinyl)oxy]-2,3-dihydro-1H-inden-2-yl}-2-propanesulfonamide). The yield is 67.6%. As a reaction SMILES: [CH3:1][C:2]1[C:7]([OH:8])=[CH:6][CH:5]=[CH:4][N:3]=1.C(=O)([O-])[O-].[Cs+].[Cs+].Br[C:16]1[CH:17]=[C:18]2[C:22](=[CH:23][CH:24]=1)[CH2:21][C@H:20]([NH:25][S:26]([CH:29]([CH3:31])[CH3:30])(=[O:28])=[O:27])[CH2:19]2.CN(C)CC(O)=O>CS(C)=O.C(OCC)(=O)C.[Cu-]=O>[CH3:1][C:2]1[C:7]([O:8][C:16]2[CH:17]=[C:18]3[C:22](=[CH:23][CH:24]=2)[CH2:21][C@H:20]([NH:25][S:26]([CH:29]([CH3:31])[CH3:30])(=[O:27])=[O:28])[CH2:19]3)=[CH:6][CH:5]=[CH:4][N:3]=1 |f:1.2.3|. Procedure: A mixture of 2-methyl-3-pyridinol (8.57 g, 79 mmol), cesium carbonate (51.2 g, 157 mmol) and copper (I) oxide (11.24 g, 79 mmol) in dimethyl sulfoxide (250 mL) was stirred for 5 minutes at room temperature. N-[(2S)-5-bromo-2,3-dihydro-1H-inden-2-yl]-2-propanesulfonamide (25 g, 79 mmol, Description 1) was added followed by N,N-dimethylglycine (8.10 g, 79 mmol). The reaction was heated at 130° C. overnight. The reaction was allowed to reach room temperature and diluted with ethyl acetate (500 ml) ... Reactants: CCCN=C=O, NCC1CCCCC1, c1ccccc1. RXN SMILES: [CH2:1]([CH2:2][CH3:3])[N:4]=[C:5]=[O:6].[CH:7]1([CH2:13][NH2:14])[CH2:8][CH2:9][CH2:10][CH2:11][CH2:12]1.[cH:15]1[cH:16][cH:17][cH:18][cH:19][cH:20]1>>[CH2:1]([CH2:2][CH3:3])[NH:4][C:5](=[O:6])[NH:14][CH2:13][CH:7]1[CH2:8][CH2:9][CH2:10][CH2:11][CH2:12]1. Product: CCCNC(=O)NCC1CCCCC1. The reactants are [CH2]C, C1CCOC1, CCOC(C)=O, CC=CC(=O)c1ccccc1, Cl. Yields the product CC=CC(O)(CC(=O)OCC)c1ccccc1. Reaction SMILES: [CH2:1][CH3:2].[CH2:21]1[O:22][CH2:23][CH2:24][CH2:25]1.[CH3:15][CH2:16][O:17][C:18]([CH3:19])=[O:20].[CH:3](=[CH:4][CH3:5])[C:6](=[O:7])[c:8]1[cH:9][cH:10][cH:11][cH:12][cH:13]1.[ClH:14]>>[CH:3](=[CH:4][CH3:5])[C:6]([OH:7])([c:8]1[cH:9][cH:10][cH:11][cH:12][cH:13]1)[CH2:19][C:18]([O:17][CH2:16][CH3:15])=[O:20]. Reactants: Cl.N[C@@H](C(=O)N1CC([C@@](CC1)(O)C1=CC=C(C=C1)Cl)(C)C)C(C)C ((R)-2-amino-1-((S)-4-(4-chlorophenyl)-4-hydroxy-3,3-dimethylpiperidin-1-yl)-3-methylbutan-1-one hydrochloride), ClC1=NC=C(C(=O)Cl)C=C1 (6-chloronicotinoyl chloride), CCN(C(C)C)C(C)C (DIPEA). Run in C1CCOC1 (THF). Conditions: time 8 hour. The product is ClC1=NC=C(C(=O)N[C@@H](C(=O)N2CC([C@](CC2)(O)C2=C(C=CC=C2)Cl)(C)C)C(C)C)C=C1 (6-chloro-N—((R)-1-((S)-4-(chlorophenyl)-4-hydroxy-3,3-dimethylpiperidin-1-yl)-3-methyl-1-oxobutan-2-yl)nicotinamide). As a reaction SMILES: [ClH:1].[NH2:2][C@H:3]([CH:22]([CH3:24])[CH3:23])[C:4]([N:6]1[CH2:11][CH2:10][C@@:9]([C:13]2[CH:18]=[CH:17][C:16](Cl)=[CH:15][CH:14]=2)([OH:12])[C:8]([CH3:21])([CH3:20])[CH2:7]1)=[O:5].[Cl:25][C:26]1[CH:34]=[CH:33][C:29]([C:30](Cl)=[O:31])=[CH:28][N:27]=1.CCN(C(C)C)C(C)C>C1COCC1>[Cl:25][C:26]1[CH:34]=[CH:33][C:29]([C:30]([NH:2][C@H:3]([CH:22]([CH3:24])[CH3:23])[C:4]([N:6]2[CH2:11][CH2:10][C@:9]([C:13]3[CH:18]=[CH:17][CH:16]=[CH:15][C:14]=3[Cl:1])([OH:12])[C:8]([CH3:21])([CH3:20])[CH2:7]2)=[O:5])=[O:31])=[CH:28][N:27]=1 |f:0.1|. Procedure details: (R)-2-amino-1-((S)-4-(4-chlorophenyl)-4-hydroxy-3,3-dimethylpiperidin-1-yl)-3-methylbutan-1-one hydrochloride (338 mg, 0.90 mmol), THF (5 mL), and 6-chloronicotinoyl chloride (132 mg, 0.75 mmol) was cooled to 0° C. and DIPEA (233 mg, 1.80 mmol) was added dropwise. The reaction was allowed to warm to rt and stir overnight. The solvent was then removed and residue was partitioned between methylene chloride and saturated sodium bicarbonate. The layers were separated and the organic extracts were dr... The reactants are C(C)N1C2=C(N(C(C3=C1N=CC(=C3)CCOC3=CC=C(C=C3)C3=CC(=C(O3)C)C(=O)OCC)=O)C)C=CC=N2 (ethyl 5-{4-[2-(11-ethyl-6,11-dihydro-5-methyl-6-oxo-5H-dipyrido[3,2-b:2′,3′-e][1,4]diazepin-8-yl)ethoxy]phenyl}-2-methyl-3-furanecarboxylate), [OH-].[Na+] (NaOH). The solvent is CO (MeOH), C1CCOC1 (THF). Reaction conditions: temperature 25 celsius, time 3 hour. The product is C(C)N1C2=C(N(C(C3=C1N=CC(=C3)CCOC3=CC=C(C=C3)C3=CC(=C(O3)C)C(=O)O)=O)C)C=CC=N2 (5-{4-[2-(11-Ethyl-6,11-dihydro-5-methyl-6-oxo-5H-dipyrido[3,2-b:2′,3′-e][1,4]diazepin-8-yl)ethoxy]phenyl}-2-methyl-3-furanecarboxylic acid). The yield is 91.7%. RXN SMILES: [CH2:1]([N:3]1[C:9]2[N:10]=[CH:11][C:12]([CH2:14][CH2:15][O:16][C:17]3[CH:22]=[CH:21][C:20]([C:23]4[O:27][C:26]([CH3:28])=[C:25]([C:29]([O:31]CC)=[O:30])[CH:24]=4)=[CH:19][CH:18]=3)=[CH:13][C:8]=2[C:7](=[O:34])[N:6]([CH3:35])[C:5]2[CH:36]=[CH:37][CH:38]=[N:39][C:4]1=2)[CH3:2].[OH-].[Na+]>CO.C1COCC1>[CH2:1]([N:3]1[C:9]2[N:10]=[CH:11][C:12]([CH2:14][CH2:15][O:16][C:17]3[CH:22]=[CH:21][C:20]([C:23]4[O:27][C:26]([CH3:28])=[C:25]([C:29]([OH:31])=[O:30])[CH:24]=4)=[CH:19][CH:18]=3)=[CH:13][C:8]=2[C:7](=[O:34])[N:6]([CH3:35])[C:5]2[CH:36]=[CH:37][CH:38]=[N:39][C:4]1=2)[CH3:2] |f:1.2|. Procedure details: A mixture of ethyl 5-{4-[2-(11-ethyl-6,11-dihydro-5-methyl-6-oxo-5H-dipyrido[3,2-b:2′,3′-e][1,4]diazepin-8-yl)ethoxy]phenyl}-2-methyl-3-furanecarboxylate (64.0 mg, 0.12 mmol) and aqueous 1 N NaOH solution (2.00 mL, 2.00 mmol) in MeOH (2 mL) and THF (2 mL) was stirred at 25° C. for 3 h. The reaction mixture was concentrated under reduced pressure. The residue was diluted with water and the resulting solution was washed with Et2O (3×). The aqueous layer was acidified with aqueous 1 N HCl solution ... Starting materials: CN(C)C=O, O=C[O-], COc1cc(I)c(Cl)cc1Cl, Cl, [Na+]. Yields the product COc1cc(C=O)c(Cl)cc1Cl. As a reaction SMILES: [CH3:17][N:18]([CH3:19])[CH:20]=[O:21].[CH:12](=[O:13])[O-:14].[Cl:1][c:2]1[c:3]([O:10][CH3:11])[cH:4][c:5]([I:9])[c:6]([Cl:8])[cH:7]1.[ClH:16].[Na+:15]>>[Cl:1][c:2]1[c:3]([O:10][CH3:11])[cH:4][c:5]([CH:12]=[O:13])[c:6]([Cl:8])[cH:7]1. Reactants: ClC1=C(CNC(=O)N2[C@@H](CCC2)CO)C=CC=C1 ((S)—N-(2-chlorobenzyl)-2-(hydroxymethyl)pyrrolidine-1-carboxamide), C(C)C1=CC=C(C=C1)N=C=O (4-ethyl-phenyl-isocyanate). Solvent: C1CCOC1 (THF). Conditions: time 1 hour. Product: C(C)C1=CC=C(C=C1)NC(OC[C@H]1N(CCC1)C(NCC1=C(C=CC=C1)Cl)=O)=O ((S)-(1-(2-chlorobenzylcarbamoyl)pyrrolidin-2-yl)methyl 4-ethylphenylcarbamate). Isolated yield 10.1%. RXN SMILES: [Cl:1][C:2]1[CH:18]=[CH:17][CH:16]=[CH:15][C:3]=1[CH2:4][NH:5][C:6]([N:8]1[CH2:12][CH2:11][CH2:10][C@H:9]1[CH2:13][OH:14])=[O:7].[CH2:19]([C:21]1[CH:26]=[CH:25][C:24]([N:27]=[C:28]=[O:29])=[CH:23][CH:22]=1)[CH3:20]>C1COCC1>[CH2:19]([C:21]1[CH:26]=[CH:25][C:24]([NH:27][C:28](=[O:29])[O:14][CH2:13][C@@H:9]2[CH2:10][CH2:11][CH2:12][N:8]2[C:6](=[O:7])[NH:5][CH2:4][C:3]2[CH:15]=[CH:16][CH:17]=[CH:18][C:2]=2[Cl:1])=[CH:23][CH:22]=1)[CH3:20]. Procedure details: To a solution of (S)—N-(2-chlorobenzyl)-2-(hydroxymethyl)pyrrolidine-1-carboxamide (268 mg, 1.0 mmol) in THF (2.0 mL) was added 4-ethyl-phenyl-isocyanate (220 mg, 1.5 mmol). The reaction mixture was stirred for 1 h. LC/MS indicated the reaction was complete. The reaction was concentrated and the resulting residue was purified on RP-HPLC using a mixture of acetonitrile and H2O to give (S)-(1-(2-chlorobenzylcarbamoyl)pyrrolidin-2-yl)methyl 4-ethylphenylcarbamate (42 mg, 10% for two steps). LRMS (M... The reactants are C1CCC2=NCCCN2CC1, Cc1cc(-c2ccccc2)cc2c1nc(C)n2Cc1ccc2c(c1)CCc1ccccc1C2=CC(=O)O, CS(N)(=O)=O, CN(C)C=O, O=C(O)CC(O)(CC(=O)O)C(=O)O. The product is Cc1cc(-c2ccccc2)cc2c1nc(C)n2Cc1ccc2c(c1)CCc1ccccc1C2=CC(=O)NS(C)(=O)=O. As a reaction SMILES: [CH2:43]1[CH2:44][CH2:45][C:46]2=[N:51][CH2:50][CH2:49][CH2:48][N:47]2[CH2:52][CH2:53]1.[CH3:1][c:2]1[n:3][c:4]2[c:5]([n:6]1[CH2:7][c:8]1[cH:9][c:10]3[c:11]([cH:25][cH:26]1)[C:12](=[CH:21][C:22](=[O:23])[OH:24])[c:13]1[c:14]([cH:17][cH:18][cH:19][cH:20]1)[CH2:15][CH2:16]3)[cH:27][c:28](-[c:32]1[cH:33][cH:34][cH:35][cH:36][cH:37]1)[cH:29][c:30]2[CH3:31].[CH3:38][S:39](=[O:40])(=[O:41])[NH2:42].[O:67]=[CH:68][N:69]([CH3:70])[CH3:71].[OH:54][C:55]([CH2:56][C:57]([C:58](=[O:59])[OH:60])([CH2:61][C:62](=[O:63])[OH:64])[OH:65])=[O:66]>>[CH3:1][c:2]1[n:3][c:4]2[c:5]([n:6]1[CH2:7][c:8]1[cH:9][c:10]3[c:11]([cH:25][cH:26]1)[C:12](=[CH:21][C:22](=[O:23])[NH:42][S:39]([CH3:38])(=[O:40])=[O:41])[c:13]1[c:14]([cH:17][cH:18][cH:19][cH:20]1)[CH2:15][CH2:16]3)[cH:27][c:28](-[c:32]1[cH:33][cH:34][cH:35][cH:36][cH:37]1)[cH:29][c:30]2[CH3:31]. Starting materials: CC1=C(N=C(O1)C1=CC=CC=C1)COC1=CC=C(CN2N=C(C(=C2)CCC(=O)OCC)OS(=O)(=O)C(F)(F)F)C=C1 (ethyl 3-[1-[4-(5-methyl-2-phenyl-4-oxazolylmethoxy)benzyl]-3-trifluoromethanesulfonyloxy-1H-pyrazol-4-yl]propionate), COC1=CC=C(C=C1)B(O)O (4-methoxyphenylboronic acid), C([O-])([O-])=O.[Na+].[Na+] (sodium carbonate), C(C)O (ethanol). Reagents/catalysts: C=1C=CC(=CC1)[P](C=2C=CC=CC2)(C=3C=CC=CC3)[Pd]([P](C=4C=CC=CC4)(C=5C=CC=CC5)C=6C=CC=CC6)([P](C=7C=CC=CC7)(C=8C=CC=CC8)C=9C=CC=CC9)[P](C=1C=CC=CC1)(C=1C=CC=CC1)C=1C=CC=CC1 (Tetrakis(triphenylphosphine)palladium). Solvent: C1(=CC=CC=C1)C (toluene), C(C)(=O)OCC (Ethyl acetate). Product: COC1=CC=C(C=C1)C1=NN(C=C1CCC(=O)OCC)CC1=CC=C(C=C1)OCC=1N=C(OC1C)C1=CC=CC=C1 (ethyl 3-[3-(4-methoxyphenyl)-1-[4-(5-methyl-2-phenyl-4-oxazolylmethoxy)benzyl]-1H-pyrazol-4-yl]propionate). The yield is 24.2%. As a reaction SMILES: [CH3:1][C:2]1[O:6][C:5]([C:7]2[CH:12]=[CH:11][CH:10]=[CH:9][CH:8]=2)=[N:4][C:3]=1[CH2:13][O:14][C:15]1[CH:41]=[CH:40][C:18]([CH2:19][N:20]2[CH:24]=[C:23]([CH2:25][CH2:26][C:27]([O:29][CH2:30][CH3:31])=[O:28])[C:22](OS(C(F)(F)F)(=O)=O)=[N:21]2)=[CH:17][CH:16]=1.[CH3:42][O:43][C:44]1[CH:49]=[CH:48][C:47](B(O)O)=[CH:46][CH:45]=1.C(=O)([O-])[O-].[Na+].[Na+].C(O)C>C1C=CC([P]([Pd]([P](C2C=CC=CC=2)(C2C=CC=CC=2)C2C=CC=CC=2)([P](C2C=CC=CC=2)(C2C=CC=CC=2)C2C=CC=CC=2)[P](C2C=CC=CC=2)(C2C=CC=CC=2)C2C=CC=CC=2)(C2C=CC=CC=2)C2C=CC=CC=2)=CC=1.C(OCC)(=O)C.C1(C)C=CC=CC=1>[CH3:42][O:43][C:44]1[CH:49]=[CH:48][C:47]([C:22]2[C:23]([CH2:25][CH2:26][C:27]([O:29][CH2:30][CH3:31])=[O:28])=[CH:24][N:20]([CH2:19][C:18]3[CH:40]=[CH:41][C:15]([O:14][CH2:13][C:3]4[N:4]=[C:5]([C:7]5[CH:8]=[CH:9][CH:10]=[CH:11][CH:12]=5)[O:6][C:2]=4[CH3:1])=[CH:16][CH:17]=3)[N:21]=2)=[CH:46][CH:45]=1 |f:2.3.4,^1:65,67,86,105|. Reported procedure: Tetrakis(triphenylphosphine)palladium (790 mg) was added to a mixture of ethyl 3-[1-[4-(5-methyl-2-phenyl-4-oxazolylmethoxy)benzyl]-3-trifluoromethanesulfonyloxy-1H-pyrazol-4-yl]propionate (2.00 g), 4-methoxyphenylboronic acid (0.77 g), 2N aqueous sodium carbonate solution (5.0 ml), ethanol (5 ml), and toluene (100 ml). This mixture was refluxed under an argon atmosphere for 13 hours. Ethyl acetate was added to the reaction mixture, which was washed with saturated aqueous sodium chloride solutio... Starting materials: ClC(Cl)Cl, Fc1ccc2c(c1)CC(Cl)c1ccccc1S2, O=C1OCCN1CCN1CCNCC1. The product is O=C1OCCN1CCN1CCN(C2Cc3cc(F)ccc3Sc3ccccc32)CC1. As a reaction SMILES: [CH:32]([Cl:33])([Cl:34])[Cl:35].[Cl:1][CH:2]1[CH2:3][c:4]2[c:5]([cH:13][cH:14][c:15]([F:17])[cH:16]2)[S:6][c:7]2[c:8]1[cH:9][cH:10][cH:11][cH:12]2.[N:18]1([CH2:24][CH2:25][N:26]2[C:27](=[O:31])[O:28][CH2:29][CH2:30]2)[CH2:19][CH2:20][NH:21][CH2:22][CH2:23]1>>[CH:2]1([N:21]2[CH2:20][CH2:19][N:18]([CH2:24][CH2:25][N:26]3[C:27](=[O:31])[O:28][CH2:29][CH2:30]3)[CH2:23][CH2:22]2)[CH2:3][c:4]2[c:5]([cH:13][cH:14][c:15]([F:17])[cH:16]2)[S:6][c:7]2[c:8]1[cH:9][cH:10][cH:11][cH:12]2.